From a dataset of the Open Reaction Database (ORD), a public repository of structured organic reaction records. describe an organic reaction: reactants, conditions, products, and yield Reactants: CC(C)(C)[O-].[K+] (KOtBu), C(C)OC([C@@](C(F)(F)F)(C)O)=O ((R)-3,3,3-trifluoro-2-hydroxy-2-methyl-propionic acid ethyl ester), BrC1=CC=C(C(=N1)C1([N@](C1)S(=O)(=O)C1=CC=C(C=C1)[N+](=O)[O-])C)F (6-bromo-3-fluoro-2-[(S)-2-methyl-1-(4-nitro-benzenesulfonyl)-aziridin-2-yl]-pyridine), Cl (HCl). Run in CN(C)C=O (DMF), CN(C)C=O (DMF), [Cl-].[Na+].O (brine), CC(C)(C)OC (TBME). Run at time 3 hour. Yields the product C(C)OC([C@@](C(F)(F)F)(C)OC[C@](C)(NS(=O)(=O)C1=CC=C(C=C1)[N+](=O)[O-])C1=NC(=CC=C1F)Br)=O ((R)-2-[(R)-2-(6-Bromo-3-fluoro-pyridin-2-yl)-2-(4-nitro-benzenesulfonylamino)-propoxy]-3,3,3-trifluoro-2-methyl-propionic acid ethyl ester). Yield: 65.8%. Reaction SMILES: [CH2:1]([O:3][C:4](=[O:12])[C@:5]([OH:11])([CH3:10])[C:6]([F:9])([F:8])[F:7])[CH3:2].CC([O-])(C)C.[K+].[Br:19][C:20]1[N:25]=[C:24]([C:26]2([CH3:41])[CH2:28][N@@:27]2[S:29]([C:32]2[CH:37]=[CH:36][C:35]([N+:38]([O-:40])=[O:39])=[CH:34][CH:33]=2)(=[O:31])=[O:30])[C:23]([F:42])=[CH:22][CH:21]=1.Cl>CN(C=O)C.[Cl-].[Na+].O.CC(OC)(C)C>[CH2:1]([O:3][C:4](=[O:12])[C@:5]([O:11][CH2:41][C@@:26]([C:24]1[C:23]([F:42])=[CH:22][CH:21]=[C:20]([Br:19])[N:25]=1)([NH:27][S:29]([C:32]1[CH:37]=[CH:36][C:35]([N+:38]([O-:40])=[O:39])=[CH:34][CH:33]=1)(=[O:30])=[O:31])[CH3:28])([CH3:10])[C:6]([F:7])([F:8])[F:9])[CH3:2] |f:1.2,6.7.8|. Procedure details: A solution of (R)-3,3,3-trifluoro-2-hydroxy-2-methyl-propionic acid ethyl ester (11.93 g, 64.1 mmol) in DMF (158 ml) was evacuated/flushed with nitrogen twice. A solution of KOtBu (6.21 g, 55.5 mmol) in DMF (17 ml) was added in a dropwise while maintaining a reaction temperature of ca 25° C. using cooling with a water bath. After 15 min solid 6-bromo-3-fluoro-2-[(S)-2-methyl-1-(4-nitro-benzenesulfonyl)-aziridin-2-yl]-pyridine (17.78 g, 42.7 mmol) was added and stirring was continued for 3 h. The... The solvent is O (water), O (water), CC(=O)C (acetone). Reaction SMILES: Cl.[C:2]1([CH3:12])[CH:7]=[CH:6][C:5]([S:8]([O-:11])(=[O:10])=[O:9])=[CH:4][CH:3]=1.[Na+]>O.CC(C)=O>[OH2:9].[OH2:9].[S:8]([C:5]1[CH:6]=[CH:7][C:2]([CH3:12])=[CH:3][CH:4]=1)([OH:11])(=[O:10])=[O:9] |f:1.2,5.6.7|. The reactants are C1(=CC=C(C=C1)S(=O)(=O)[O-])C.[Na+] (sodium 4-toluenesulfonate), Cl (hydrochloride). Procedure details: VD 1827 hydrochloride (6.3 g, 10 mmole) was dissolved in a mixture of water (40 ml) and acetone (10 ml). A solution of sodium 4-toluenesulfonate (1.94 g, 10 mmole in water (10 ml) was added dropwise with stirring. After stirring for 1 hour at room temperature and 2 hours at 5° C., the crystalline precipitate was collected, washed with water (2×10 ml) and dried in vacuo to yield the title compound as colourless crystals with melting point 141°-148° C. dec. Product: O.O.S(=O)(=O)(O)C1=CC=C(C)C=C1 (tosylate dihydrate). Reactants: C([O-])(O)=O.[Na+] (sodium bicarbonate), anhydride, N([C@@H](C(C)C)C(=O)CC1=CC=CC=C1)C (H-MeVal-Bzl), CN1CCOCC1 (N-methylmorpholine), C(C(C)(C)C)(=O)Cl (pivaloyl chloride), N([C@H](C)C(=O)N([C@@H](CC(C)C)C(=O)N([C@@H](CC(C)C)C(=O)O)C)C)C(=O)OC(C)(C)C (BOC-(D)-Ala-MeLeu-Me-Leu-OH). Solvent: C(Cl)(Cl)Cl (chloroform), C(Cl)(Cl)Cl (chloroform), C(Cl)(Cl)Cl (chloroform). Run at temperature -20 celsius, time 2 hour. The product is N([C@H](C)C(=O)N([C@@H](CC(C)C)C(=O)N([C@@H](CC(C)C)C(=O)N([C@@H](C(C)C)C(=O)CC1=CC=CC=C1)C)C)C)C(=O)OC(C)(C)C (BOC-(D)-Ala-MeLeu-MeLeu-MeVal-Bzl). RXN SMILES: CN1CCOCC1.C(Cl)(=O)C(C)(C)C.[NH:15]([C:39]([O:41][C:42]([CH3:45])([CH3:44])[CH3:43])=[O:40])[C@@H:16]([C:18]([N:20]([CH3:38])[C@H:21]([C:26]([N:28]([CH3:37])[C@H:29]([C:34](O)=[O:35])[CH2:30][CH:31]([CH3:33])[CH3:32])=[O:27])[CH2:22][CH:23]([CH3:25])[CH3:24])=[O:19])[CH3:17].[NH:46]([CH3:60])[C@H:47]([C:51]([CH2:53][C:54]1[CH:59]=[CH:58][CH:57]=[CH:56][CH:55]=1)=[O:52])[CH:48]([CH3:50])[CH3:49].C(=O)(O)[O-].[Na+]>C(Cl)(Cl)Cl>[NH:15]([C:39]([O:41][C:42]([CH3:45])([CH3:44])[CH3:43])=[O:40])[C@@H:16]([C:18]([N:20]([CH3:38])[C@H:21]([C:26]([N:28]([CH3:37])[C@H:29]([C:34]([N:46]([CH3:60])[C@H:47]([C:51]([CH2:53][C:54]1[CH:55]=[CH:56][CH:57]=[CH:58][CH:59]=1)=[O:52])[CH:48]([CH3:49])[CH3:50])=[O:35])[CH2:30][CH:31]([CH3:32])[CH3:33])=[O:27])[CH2:22][CH:23]([CH3:24])[CH3:25])=[O:19])[CH3:17] |f:4.5|. Procedure: 3.48 ml (3.18 g=31.5 m mol) N-methylmorpholine and 1.86 ml (1.8 g=15.0 m mol) pivaloyl chloride are added to a solution of 6.65 g (15.0 m mol) BOC-(D)-Ala-MeLeu-Me-Leu-OH in 60 ml chloroform, pre-cooled to -20° C. Conversion to the anhydride is completed after stirring for 2 hours at -20° C. (IR control). 3.35 g (15.0 m mol) H-MeVal-Bzl in 50 ml chloroform are then added dropwise to the reaction mixture at -20° C. The progress of the reaction is followed by means of thin-layer chromatography and... Reactants: S1C(=CC=C1)C(C1=CC=C(OC(C(=O)OCC)(C)C)C=C1)=NOC (Ethyl 2-[4-(2-thienyl-methoxyiminomethyl)-phenoxy]-2-methyl-propionate), C([O-])([O-])=O.[K+].[K+] (potassium carbonate). Solvent: C(C)O (ethanol). Conditions: temperature 80 celsius. Product: S1C(=CC=C1)C(C1=CC=C(OC(C(=O)O)(C)C)C=C1)=NOC (2-[4-(2-thienyl-methoxyiminomethyl)-phenoxy]-2-methyl-propionic acid). As a reaction SMILES: [S:1]1[CH:5]=[CH:4][CH:3]=[C:2]1[C:6](=[N:22][O:23][CH3:24])[C:7]1[CH:21]=[CH:20][C:10]([O:11][C:12]([CH3:19])([CH3:18])[C:13]([O:15]CC)=[O:14])=[CH:9][CH:8]=1.C(=O)([O-])[O-].[K+].[K+]>C(O)C>[S:1]1[CH:5]=[CH:4][CH:3]=[C:2]1[C:6](=[N:22][O:23][CH3:24])[C:7]1[CH:21]=[CH:20][C:10]([O:11][C:12]([CH3:19])([CH3:18])[C:13]([OH:15])=[O:14])=[CH:9][CH:8]=1 |f:1.2.3|. Procedure details: 2.4 g of ethyl ester obtained in Example 23 and 1.05 g potassium carbonate dissolved in 75% aqueous ethanol (25 ml) are maintained at 80° C. for 5 hours. The alcohol is then evaporated off, the resulting material is made acidic and the acid precipitate is filtered off, to give a mixture of equivalent amounts of both stereoisomers which melts at 168° C. The reactants are NCCc1ccc(Cl)cc1, O=C(O)c1ccc(Cl)nc1. Yields the product O=C(NCCc1ccc(Cl)cc1)c1ccc(Cl)nc1. As a reaction SMILES: [Cl:11][c:12]1[cH:13][cH:14][c:15]([CH2:18][CH2:19][NH2:20])[cH:16][cH:17]1.[Cl:1][c:2]1[n:3][cH:4][c:5]([C:6](=[O:7])[OH:8])[cH:9][cH:10]1>>[Cl:1][c:2]1[n:3][cH:4][c:5]([C:6](=[O:8])[NH:20][CH2:19][CH2:18][c:15]2[cH:14][cH:13][c:12]([Cl:11])[cH:17][cH:16]2)[cH:9][cH:10]1. The solvent is C(Cl)Cl (DCM), C(Cl)Cl (DCM). Reported procedure: A solution of 2-methylpropane-2-sulfinic acid chloride (83 mg, 0.59 mmol) in DCM (2 mL) was added dropwise to a solution of 4-chloro-3-[5-chloro-1-methyl-6-(4-trifluoromethyl-piperidin-1-yl)-1H-benzo[d]imidazol-2-ylamino]benzylamine (265 mg, 0.56 mmol), TEA (113 mg, 1.12 mmol) and DCM (3 mL) at 0° C. under Ar. The mixture was stirred at rt overnight, poured into H2O and extracted with DCM. The organic layer was washed with brine, dried over Na2SO4, filtered and concentrated. Crystallization from... Reaction conditions: time 8 hour. Reactants: O (H2O), CC(C)(C)S(=O)Cl (2-methylpropane-2-sulfinic acid chloride), ClC1=C(C=C(CN)C=C1)NC1=NC2=C(N1C)C=C(C(=C2)Cl)N2CCC(CC2)C(F)(F)F (4-chloro-3-[5-chloro-1-methyl-6-(4-trifluoromethyl-piperidin-1-yl)-1H-benzo[d]imidazol-2-ylamino]benzylamine), TEA. Yields the product ClC1=C(C=C(CNS(=O)C(C)(C)C)C=C1)NC1=NC2=C(N1C)C=C(C(=C2)Cl)N2CCC(CC2)C(F)(F)F (N-(4-Chloro-3-(5-chloro-1-methyl-6-(4-trifluoromethyl-piperidin-1-yl)-1H-benzo[d]imidazol-2-ylamino)benzyl)-2-methylpropane-2-sulfinamide). As a reaction SMILES: [CH3:1][C:2]([S:5](Cl)=[O:6])([CH3:4])[CH3:3].[Cl:8][C:9]1[CH:16]=[CH:15][C:12]([CH2:13][NH2:14])=[CH:11][C:10]=1[NH:17][C:18]1[N:22]([CH3:23])[C:21]2[CH:24]=[C:25]([N:29]3[CH2:34][CH2:33][CH:32]([C:35]([F:38])([F:37])[F:36])[CH2:31][CH2:30]3)[C:26]([Cl:28])=[CH:27][C:20]=2[N:19]=1.O>C(Cl)Cl>[Cl:8][C:9]1[CH:16]=[CH:15][C:12]([CH2:13][NH:14][S:5]([C:2]([CH3:4])([CH3:3])[CH3:1])=[O:6])=[CH:11][C:10]=1[NH:17][C:18]1[N:22]([CH3:23])[C:21]2[CH:24]=[C:25]([N:29]3[CH2:30][CH2:31][CH:32]([C:35]([F:37])([F:36])[F:38])[CH2:33][CH2:34]3)[C:26]([Cl:28])=[CH:27][C:20]=2[N:19]=1.